Dataset: the Open Reaction Database (ORD), a public repository of structured organic reaction records. Task: describe an organic reaction: reactants, conditions, products, and yield Starting materials: CC1=NC=CC(=C1)C#CC=1N=C(NC1)C (2-methyl-4-(2-methyl-1H-imidazol-4-ylethynyl)-pyridine), Cl.ClCC1=CC=NC=C1 (4-(chloromethyl)pyridine hydrochloride). Product: N1=CC=C(C=C1)CN1C(=NC(=C1)C#CC1=CC(=NC=C1)C)C (4-[1-(Pyridin-4-ylmethyl)-2-methyl-1H-imidazol-4-ylethynyl]-2-methyl-pyridine). RXN SMILES: [CH3:1][C:2]1[CH:7]=[C:6]([C:8]#[C:9][C:10]2[N:11]=[C:12]([CH3:15])[NH:13][CH:14]=2)[CH:5]=[CH:4][N:3]=1.Cl.Cl[CH2:18][C:19]1[CH:24]=[CH:23][N:22]=[CH:21][CH:20]=1>>[N:22]1[CH:23]=[CH:24][C:19]([CH2:18][N:13]2[CH:14]=[C:10]([C:9]#[C:8][C:6]3[CH:5]=[CH:4][N:3]=[C:2]([CH3:1])[CH:7]=3)[N:11]=[C:12]2[CH3:15])=[CH:20][CH:21]=1 |f:1.2|. Procedure details: The title compound, MS: m/e=333.1 (M+H30), was prepared in accordance with the general method of example 1 from 2-methyl-4-(2-methyl-1H-imidazol-4-ylethynyl)-pyridine and 4-(chloromethyl)pyridine hydrochloride.